Dataset: the Open Reaction Database (ORD), a public repository of structured organic reaction records. Task: describe an organic reaction: reactants, conditions, products, and yield Starting materials: BrC1=C(OC(C(=O)O)CCC)C=CC=C1 (2-(2-bromophenoxy)pentanoic acid), S(=O)(Cl)Cl (thionyl chloride). Run at temperature 80 celsius. The product is BrC1=C(OC(C(=O)Cl)CCC)C=CC=C1 (2-(2-bromophenoxy)pentanoic acid chloride). Isolated yield 76.0%. As a reaction SMILES: [Br:1][C:2]1[CH:15]=[CH:14][CH:13]=[CH:12][C:3]=1[O:4][CH:5]([CH2:9][CH2:10][CH3:11])[C:6](O)=[O:7].S(Cl)([Cl:18])=O>>[Br:1][C:2]1[CH:15]=[CH:14][CH:13]=[CH:12][C:3]=1[O:4][CH:5]([CH2:9][CH2:10][CH3:11])[C:6]([Cl:18])=[O:7]. Reported procedure: 23.8 g (87 mmol) of 2-(2-bromophenoxy)pentanoic acid and 90 ml of thionyl chloride are placed in a 250 ml round-bottomed flask equipped with a reflux condenser. The mixture is heated at 80° C. for 4 hours. The thionyl chloride is evaporated and the residue purified by distillation under reduced pressure (0.1 millibar). 19.3 g of 2-(2-bromophenoxy)pentanoic acid chloride are obtained (76% yield); B.p.=114° C. (0.1 mb, 10 Pa). Starting materials: [BH4-].[Na+] (Sodium borohydride), CC=1C=C2C(CC(OC2=CC1)=O)C1=CC=CC=C1 (6-methyl-4-phenyl-chroman-2-one), C(C)(=O)O (acetic acid). The solvent is CO (methanol). Reaction conditions: time 18 hour. The product is OCCC(C1=CC=CC=C1)C1=C(C=CC(=C1)C)O (2-(3-hydroxy-1-phenyl-propyl)-4-methyl-phenol). As a reaction SMILES: [CH3:1][C:2]1[CH:3]=[C:4]2[C:9](=[CH:10][CH:11]=1)[O:8][C:7](=[O:12])[CH2:6][CH:5]2[C:13]1[CH:18]=[CH:17][CH:16]=[CH:15][CH:14]=1.[BH4-].[Na+].C(O)(=O)C>CO>[OH:12][CH2:7][CH2:6][CH:5]([C:4]1[CH:3]=[C:2]([CH3:1])[CH:11]=[CH:10][C:9]=1[OH:8])[C:13]1[CH:14]=[CH:15][CH:16]=[CH:17][CH:18]=1 |f:1.2|. Reported procedure: 6-methyl-4-phenyl-chroman-2-one, 250 gins was stirred in 1.25 liters methanol at room temperature. Sodium borohydride 70 gms was added slowly, whilst maintaining the temperature at room temperature. The reaction mixture was stirred for 18 hours. After completion of reaction, the pH of the reaction mass was adjusted to pH 5 using acetic acid. The reaction mixture was concentrated under vacuum and 2 liters of water were added. The reaction mass was stirred for 30 minutes and the solids filtered. T... Starting materials: C1(CC1)C1=CN=C(C(=N1)C(=O)NC1=C(C(=O)O)C=CN=C1)NC=1C=NC=NC1 (3-{[6-Cyclopropyl-3-(pyrimidin-5-ylamino)-pyrazine-2-carbonyl]-amino}-isonicotinic acid), NCC(C)(O)C (1-amino-2-methylpropan-2-ol). Product: OC(CNC(=O)C1=C(C=NC=C1)NC(=O)C1=NC(=CN=C1NC=1C=NC=NC1)C1CC1)(C)C (6-Cyclopropyl-3-(pyrimidin-5-ylamino)-pyrazine-2-carboxylic acid [4-(2-hydroxy-2-methyl-propylcarbamoyl)-pyridin-3-yl]-amide). Yield: 74.0%. RXN SMILES: [CH:1]1([C:4]2[N:9]=[C:8]([C:10]([NH:12][C:13]3[CH:21]=[N:20][CH:19]=[CH:18][C:14]=3[C:15]([OH:17])=O)=[O:11])[C:7]([NH:22][C:23]3[CH:24]=[N:25][CH:26]=[N:27][CH:28]=3)=[N:6][CH:5]=2)[CH2:3][CH2:2]1.[NH2:29][CH2:30][C:31]([CH3:34])([OH:33])[CH3:32]>>[OH:33][C:31]([CH3:34])([CH3:32])[CH2:30][NH:29][C:15]([C:14]1[CH:18]=[CH:19][N:20]=[CH:21][C:13]=1[NH:12][C:10]([C:8]1[C:7]([NH:22][C:23]2[CH:24]=[N:25][CH:26]=[N:27][CH:28]=2)=[N:6][CH:5]=[C:4]([CH:1]2[CH2:3][CH2:2]2)[N:9]=1)=[O:11])=[O:17]. Procedure: According to the procedure described in step 3 of example 99, 3-{[6-cyclopropyl-3-(pyrimidin-5-ylamino)-pyrazine-2-carbonyl]-amino}-isonicotinic acid (example 99, step 2) was reacted with 1-amino-2-methylpropan-2-ol, providing the title compound as yellow solid (74%). The reactants are CO, COC(=O)c1cccc([N+](=O)[O-])c1C(=O)OC. Yields the product COC(=O)c1cccc(N)c1C(=O)OC. Reaction SMILES: [CH3:18][OH:19].[CH3:1][O:2][C:3]([c:4]1[c:5]([C:6](=[O:7])[O:8][CH3:9])[c:10]([N+:14]([O-:15])=[O:16])[cH:11][cH:12][cH:13]1)=[O:17]>>[CH3:1][O:2][C:3]([c:4]1[c:5]([C:6](=[O:7])[O:8][CH3:9])[c:10]([NH2:14])[cH:11][cH:12][cH:13]1)=[O:17]. The reactants are [BH3-]C#N, CC(=O)O, COc1cccc(C2=NCCC2)c1, CCO, [Na+]. The product is COc1cccc(C2CCCN2)c1. Reaction SMILES: [C:14]([BH3-:15])#[N:16].[CH3:18][C:19](=[O:20])[OH:21].[CH3:1][O:2][c:3]1[cH:4][c:5]([C:9]2=[N:13][CH2:12][CH2:11][CH2:10]2)[cH:6][cH:7][cH:8]1.[CH3:22][CH2:23][OH:24].[Na+:17]>>[CH3:1][O:2][c:3]1[cH:4][c:5]([CH:9]2[CH2:10][CH2:11][CH2:12][NH:13]2)[cH:6][cH:7][cH:8]1. Starting materials: CCO, O=[N+]([O-])c1c(O)cccc1O. The product is Nc1c(O)cccc1O. Reaction SMILES: [CH3:12][CH2:13][OH:14].[N+:1]([O-:2])(=[O:3])[c:4]1[c:5]([OH:11])[cH:6][cH:7][cH:8][c:9]1[OH:10]>>[NH2:1][c:4]1[c:5]([OH:11])[cH:6][cH:7][cH:8][c:9]1[OH:10]. Yields the product Cc1ccc2c(=O)[nH]c(OCCCCCc3ccccc3)nc2n1. Reactants: CS(C)=O, Cc1ccc2c(=O)[nH]c(Cl)nc2n1, Cl, OCCCCCc1ccccc1. As a reaction SMILES: [CH3:27][S:28]([CH3:29])=[O:30].[Cl:2][c:3]1[nH:4][c:5](=[O:14])[c:6]2[c:7]([n:8]1)[n:9][c:10]([CH3:13])[cH:11][cH:12]2.[ClH:1].[c:15]1([CH2:21][CH2:22][CH2:23][CH2:24][CH2:25][OH:26])[cH:16][cH:17][cH:18][cH:19][cH:20]1>>[c:3]1([O:26][CH2:25][CH2:24][CH2:23][CH2:22][CH2:21][c:15]2[cH:16][cH:17][cH:18][cH:19][cH:20]2)[nH:4][c:5](=[O:14])[c:6]2[c:7]([n:8]1)[n:9][c:10]([CH3:13])[cH:11][cH:12]2. Reactants: C1CCOC1, CCC(=O)NC1CC(n2cnc3c(NCC(c4ccccc4)c4ccccc4)nc(Cl)nc32)C2OC(C)(C)OC12, OCCc1ccc(Cl)cc1, [H-], [Na+]. Yields the product CCC(=O)NC1CC(n2cnc3c(NCC(c4ccccc4)c4ccccc4)nc(OCCc4ccc(Cl)cc4)nc32)C2OC(C)(C)OC12. As a reaction SMILES: [CH2:53]1[O:54][CH2:55][CH2:56][CH2:57]1.[Cl:1][c:2]1[n:3][c:4]([NH:26][CH2:27][CH:28]([c:29]2[cH:30][cH:31][cH:32][cH:33][cH:34]2)[c:35]2[cH:36][cH:37][cH:38][cH:39][cH:40]2)[c:5]2[n:6][cH:7][n:8]([CH:11]3[CH2:12][CH:13]([NH:21][C:22]([CH2:23][CH3:24])=[O:25])[CH:14]4[CH:15]3[O:16][C:17]([CH3:19])([CH3:20])[O:18]4)[c:9]2[n:10]1.[Cl:43][c:44]1[cH:45][cH:46][c:47]([CH2:50][CH2:51][OH:52])[cH:48][cH:49]1.[H-:41].[Na+:42]>>[c:2]1([O:52][CH2:51][CH2:50][c:47]2[cH:46][cH:45][c:44]([Cl:43])[cH:49][cH:48]2)[n:3][c:4]([NH:26][CH2:27][CH:28]([c:29]2[cH:30][cH:31][cH:32][cH:33][cH:34]2)[c:35]2[cH:36][cH:37][cH:38][cH:39][cH:40]2)[c:5]2[n:6][cH:7][n:8]([CH:11]3[CH2:12][CH:13]([NH:21][C:22]([CH2:23][CH3:24])=[O:25])[CH:14]4[CH:15]3[O:16][C:17]([CH3:19])([CH3:20])[O:18]4)[c:9]2[n:10]1. Starting materials: CSC1=NC(=CC(=N1)N)OC (2-methylmercapto-4-amino-6-methoxypyrimidine), CCOCC (ether). Product: NC=1NC(N(C(C1)=O)C)SC (4-amino-1-methyl-2-methylthio-6-oxodihydropyrimidine). Yield: 60.0%. As a reaction SMILES: [CH3:1][S:2][C:3]1[N:8]=[C:7]([NH2:9])[CH:6]=[C:5]([O:10]C)[N:4]=1.[CH3:12]COCC>>[NH2:9][C:7]1[NH:8][CH:3]([S:2][CH3:1])[N:4]([CH3:12])[C:5](=[O:10])[CH:6]=1. Reported procedure: The compound soluble in ether was 2-methylmercapto-4-amino-6-methoxypyrimidine. This compound was removed from the solid residue by repeated washings with ether and filtering out of the solid residue. The solid residue was then recrystallized from alcohol to give 43 as slender prisms (yield=60%, m.p. 255° C.).